Dataset: the Open Reaction Database (ORD), a public repository of structured organic reaction records. Task: describe an organic reaction: reactants, conditions, products, and yield Starting materials: CN1CCC(=O)CC1, Cl, NO. Yields the product CN1CCC(=NO)CC1. Reaction SMILES: [CH3:1][N:2]1[CH2:3][CH2:4][C:5](=[O:8])[CH2:6][CH2:7]1.[ClH:9].[NH2:10][OH:11]>>[CH3:1][N:2]1[CH2:3][CH2:4][C:5](=[N:10][OH:11])[CH2:6][CH2:7]1. Reactants: COC1=C2CCCC(C2=CC=C1)CCO (2-(5-methoxy-1,2,3,4-tetrahydro-1-naphthyl)ethanol), C1(=CC=CC=C1)P(C1=CC=CC=C1)C1=CC=CC=C1 (triphenylphosphine), BrC(Br)(Br)Br (tetrabromomethane). The solvent is ClCCl (dichloromethane). Conditions: temperature 5 celsius, time 1.5 hour. The product is COC1=C2CCCC(C2=CC=C1)CCBr (2-(5-methoxy-1,2,3,4-tetrahydro-1-naphthyl)ethyl bromide). The yield is 69.0%. Reaction SMILES: [CH3:1][O:2][C:3]1[CH:12]=[CH:11][CH:10]=[C:9]2[C:4]=1[CH2:5][CH2:6][CH2:7][CH:8]2[CH2:13][CH2:14]O.C1(P(C2C=CC=CC=2)C2C=CC=CC=2)C=CC=CC=1.[Br:35]C(Br)(Br)Br>ClCCl>[CH3:1][O:2][C:3]1[CH:12]=[CH:11][CH:10]=[C:9]2[C:4]=1[CH2:5][CH2:6][CH2:7][CH:8]2[CH2:13][CH2:14][Br:35]. Procedure: To a solution of 2-(5-methoxy-1,2,3,4-tetrahydro-1-naphthyl)ethanol (0.20 g) and triphenylphosphine (0.42 g) in dichloromethane (10 ml) was added tetrabromomethane (0.90 g) at 5° C. The solution was stirred at 5° C. for 1.5 hours and evaporated in vacuo. To the residue, ethyl acetate was added and the insoluble material was filtered off. The ethyl acetate solution was evaporated in vacuo. The residue was chromatographed (n-hexane) over silica gel to afford 2-(5-methoxy-1,2,3,4-tetrahydro-1-napht... Reactants: O/C=C/C(=O)C1=C(OCC2=C(C(=O)OC)C=CC=C2)C=C(C=C1)OC ((E)-methyl 2-[[2-(3-hydroxy-1-oxo-2-propenyl)-5-methoxyphenoxy]methyl]benzoate), C(C)NCC (diethylamine). The solvent is C1(=CC=CC=C1)C (toluene). Reaction conditions: time 1 hour. The product is C(C)N(/C=C/C(=O)C1=C(OCC2=C(C(=O)OC)C=CC=C2)C=C(C=C1)OC)CC ((E)-Methyl 2-[[2-[3-(Diethylamino)-1-oxo-2-propenyl]-5-methoxyphenoxy]methyl]benzoate). Isolated yield 99.3%. Reaction SMILES: O/[CH:2]=[CH:3]/[C:4]([C:6]1[CH:23]=[CH:22][C:21]([O:24][CH3:25])=[CH:20][C:7]=1[O:8][CH2:9][C:10]1[CH:19]=[CH:18][CH:17]=[CH:16][C:11]=1[C:12]([O:14][CH3:15])=[O:13])=[O:5].[CH2:26]([NH:28][CH2:29][CH3:30])[CH3:27]>C1(C)C=CC=CC=1>[CH2:26]([N:28]([CH2:29][CH3:30])/[CH:2]=[CH:3]/[C:4]([C:6]1[CH:23]=[CH:22][C:21]([O:24][CH3:25])=[CH:20][C:7]=1[O:8][CH2:9][C:10]1[CH:19]=[CH:18][CH:17]=[CH:16][C:11]=1[C:12]([O:14][CH3:15])=[O:13])=[O:5])[CH3:27]. Reported procedure: To a 2 L round bottomed flask was added (E)-methyl 2-[[2-(3-hydroxy-1-oxo-2-propenyl)-5-methoxyphenoxy]methyl]benzoate (104 g, 0.304 mol) and 1 L of toluene. After complete dissolution, diethylamine (28.3g, 40 mL, 0.39 mol) was rapidly added under nitrogen via an addition funnel into the stirred solution. The reaction mixture was stirred under nitrogen for 1 h and it was then concentrated under reduced pressure to give approximately 120 g (100% yield) of the title compound as an orange solid: 1H... The reactants are Cl, O=C(O)CC1CCOCC1, NC1CCC(CCN2CCC(c3cccc4c3OCO4)CC2)CC1. The product is O=C(CC1CCOCC1)NC1CCC(CCN2CCC(c3cccc4c3OCO4)CC2)CC1. Reaction SMILES: [ClH:1].[O:26]1[CH2:27][CH2:28][CH:29]([CH2:32][C:33](=[O:34])[OH:35])[CH2:30][CH2:31]1.[O:2]1[CH2:3][O:4][c:5]2[c:6]1[cH:7][cH:8][cH:9][c:10]2[CH:11]1[CH2:12][CH2:13][N:14]([CH2:17][CH2:18][CH:19]2[CH2:20][CH2:21][CH:22]([NH2:25])[CH2:23][CH2:24]2)[CH2:15][CH2:16]1>>[O:2]1[CH2:3][O:4][c:5]2[c:6]1[cH:7][cH:8][cH:9][c:10]2[CH:11]1[CH2:12][CH2:13][N:14]([CH2:17][CH2:18][CH:19]2[CH2:20][CH2:21][CH:22]([NH:25][C:33]([CH2:32][CH:29]3[CH2:28][CH2:27][O:26][CH2:31][CH2:30]3)=[O:34])[CH2:23][CH2:24]2)[CH2:15][CH2:16]1. The reactants are C(N)(=O)Cl (carbamic acid chloride), C(=O)(Cl)Cl (phosgene), C1(=CC=CC=C1)NC(=O)N1C(NCC1)=O (N-phenylaminocarbonyl-imidazolid-2-one), C[Si](Cl)(C)C (trimethylchlorosilane). The product is C1(=CC=CC=C1)NC(=O)N1C(N(CC1)C(=O)Cl)=O (3-(Phenylaminocarbonyl)-imidazolidin-2-on-1-carbonyl chloride). As a reaction SMILES: [C:1]([Cl:4])(=[O:3])[NH2:2].[C:5]1([NH:11][C:12]([N:14]2[CH2:18][CH2:17]N[C:15]2=[O:19])=[O:13])[CH:10]=[CH:9][CH:8]=[CH:7][CH:6]=1.C[Si](C)(C)Cl.C(Cl)(Cl)=O>>[C:5]1([NH:11][C:12]([N:14]2[CH2:18][CH2:17][N:2]([C:1]([Cl:4])=[O:3])[C:15]2=[O:19])=[O:13])[CH:6]=[CH:7][CH:8]=[CH:9][CH:10]=1. Procedure: This carbamic acid chloride was produced as described in Example 1 B from 15.0 parts by weight of N-phenylaminocarbonyl-imidazolid-2-one, 15.8 parts by weight of trimethylchlorosilane and 7.2 parts by weight of phosgene. Recrystallization from acetone/pentane. Procedure details: The title compound was prepared following the procedure described for Example-143 by using methyl 2-((3,5-dichloropyridin-4-yl)amino)-1,7,7-trimethyl-7,8-dihydro-1H-benzofuro[4,5-d]imidazole-5-carboxylate (Intermediate-60, 0.100 g, 0.237 mmol), 4-(trifluoromethyl) aniline (0.057 g, 0.356 mmol), trimethyl aluminium (2M solution in toluene) (0.5 mL), dry toluene (5.0 mL) to afford 0.075 g of the desired product. 1HNMR (DMSO-d6): δ 1.61 (s, 6H), 3.49 (s, 2H), 3.60 (s, 3H), 7.25 (s, 1H), 7.71 (d, J=... Reactants: ClC=1C=NC=C(C1NC1=NC2=C(N1C)C=1CC(OC1C(=C2)C(=O)OC)(C)C)Cl (methyl 2-((3,5-dichloropyridin-4-yl)amino)-1,7,7-trimethyl-7,8-dihydro-1H-benzofuro[4,5-d]imidazole-5-carboxylate), FC(C1=CC=C(N)C=C1)(F)F (4-(trifluoromethyl) aniline), C[Al](C)C (trimethyl aluminium). Yields the product ClC=1C=NC=C(C1NC1=NC2=C(N1C)C=1CC(OC1C(=C2)C(=O)NC2=CC=C(C=C2)C(F)(F)F)(C)C)Cl (2-((3,5-dichloropyridin-4-yl)amino)-1,7,7-trimethyl-N-(4-(trifluoromethyl)phenyl)-7,8-dihydro-1H-benzofuro[4,5-d]imidazole-5-carboxamide). Run in C1(=CC=CC=C1)C (toluene). Reaction SMILES: [Cl:1][C:2]1[CH:3]=[N:4][CH:5]=[C:6]([Cl:28])[C:7]=1[NH:8][C:9]1[N:13]([CH3:14])[C:12]2[C:15]3[CH2:16][C:17]([CH3:27])([CH3:26])[O:18][C:19]=3[C:20]([C:22]([O:24]C)=O)=[CH:21][C:11]=2[N:10]=1.[F:29][C:30]([F:39])([F:38])[C:31]1[CH:37]=[CH:36][C:34]([NH2:35])=[CH:33][CH:32]=1.C[Al](C)C>C1(C)C=CC=CC=1>[Cl:28][C:6]1[CH:5]=[N:4][CH:3]=[C:2]([Cl:1])[C:7]=1[NH:8][C:9]1[N:13]([CH3:14])[C:12]2[C:15]3[CH2:16][C:17]([CH3:27])([CH3:26])[O:18][C:19]=3[C:20]([C:22]([NH:35][C:34]3[CH:36]=[CH:37][C:31]([C:30]([F:29])([F:38])[F:39])=[CH:32][CH:33]=3)=[O:24])=[CH:21][C:11]=2[N:10]=1. Yield: 57.5%. The reactants are CNC, CN(C)C=O, CCOC(=O)c1cc2c(Cl)cc(Oc3ccc(CCl)cc3)cc2n1C, O. Yields the product CCOC(=O)c1cc2c(Cl)cc(Oc3ccc(CN(C)C)cc3)cc2n1C. RXN SMILES: [CH3:26][NH:27][CH3:28].[CH3:29][N:30]([CH3:31])[CH:32]=[O:33].[Cl:1][c:2]1[c:3]2[cH:4][c:5]([C:21](=[O:22])[O:23][CH2:24][CH3:25])[n:6]([CH3:20])[c:7]2[cH:8][c:9]([O:11][c:12]2[cH:13][cH:14][c:15]([CH2:18][Cl:19])[cH:16][cH:17]2)[cH:10]1.[OH2:34]>>[Cl:1][c:2]1[c:3]2[cH:4][c:5]([C:21](=[O:22])[O:23][CH2:24][CH3:25])[n:6]([CH3:20])[c:7]2[cH:8][c:9]([O:11][c:12]2[cH:13][cH:14][c:15]([CH2:18][N:27]([CH3:26])[CH3:28])[cH:16][cH:17]2)[cH:10]1.